Dataset: the Open Reaction Database (ORD), a public repository of structured organic reaction records. Task: describe an organic reaction: reactants, conditions, products, and yield The reactants are C(C)(=O)NC=1SC=C(N1)C(=O)NC1=CC=C(C=C1)NC(OC(C)(C)C)=O (tert-butyl 4-({[2-(acetylamino)-1,3-thiazol-4-yl]carbonyl}amino)phenylcarbamate), Cl (hydrogen chloride). Product: Cl.C(C)(=O)NC=1SC=C(N1)C(=O)NC1=CC=C(C=C1)N (2-(acetylamino)-N-(4-aminophenyl)-1,3-thiazole-4-carboxamide hydrochloride). RXN SMILES: [C:1]([NH:4][C:5]1[S:6][CH:7]=[C:8]([C:10]([NH:12][C:13]2[CH:18]=[CH:17][C:16]([NH:19]C(=O)OC(C)(C)C)=[CH:15][CH:14]=2)=[O:11])[N:9]=1)(=[O:3])[CH3:2].[ClH:27]>CO.C(OCC)(=O)C>[ClH:27].[C:1]([NH:4][C:5]1[S:6][CH:7]=[C:8]([C:10]([NH:12][C:13]2[CH:18]=[CH:17][C:16]([NH2:19])=[CH:15][CH:14]=2)=[O:11])[N:9]=1)(=[O:3])[CH3:2] |f:4.5|. Procedure details: To a solution of tert-butyl 4-({[2-(acetylamino)-1,3-thiazol-4-yl]carbonyl}amino)phenylcarbamate (85 mg) in methanol (1 ml) was added 4N hydrogen chloride in ethyl acetate (1 ml), and the mixture was stirred at ambient temperature for 1 hour. The reaction mixture was concentrated in vacuo. The solid residue was collected and washed with ethyl acetate to give 2-(acetylamino)-N-(4-aminophenyl)-1,3-thiazole-4-carboxamide hydrochloride (70 mg). Conditions: time 1 hour. Solvent: CO (methanol), C(C)(=O)OCC (ethyl acetate).